Dataset: the Open Reaction Database (ORD), a public repository of structured organic reaction records. Task: describe an organic reaction: reactants, conditions, products, and yield The reactants are BrC=1C(=C(C#N)C=CC1)F (3-bromo-2-fluorobenzonitrile), CC1(OB(OC1(C)C)C1=CN=CC2=CC=CC=C12)C (4-(4,4,5,5-tetramethyl-1,3,2-dioxaborolan-2-yl)isoquinoline), C(C)O (ethanol), C(=O)([O-])[O-].[Na+].[Na+] (Na2CO3). Reagents/catalysts: C=1C=CC(=CC1)[P](C=2C=CC=CC2)(C=3C=CC=CC3)[Pd]([P](C=4C=CC=CC4)(C=5C=CC=CC5)C=6C=CC=CC6)([P](C=7C=CC=CC7)(C=8C=CC=CC8)C=9C=CC=CC9)[P](C=1C=CC=CC1)(C=1C=CC=CC1)C=1C=CC=CC1 (tetrakis(triphenylphosphine)palladium(0)). Solvent: COCCOC (DME), O (water). Run at temperature 90 celsius. Yields the product FC1=C(C#N)C=CC=C1C=1C=NC=CC1C (2-Fluoro-3-(4-methylpyridin-3-yl)benzonitrile). Isolated yield 86.9%. As a reaction SMILES: Br[C:2]1[C:3]([F:10])=[C:4]([CH:7]=[CH:8][CH:9]=1)[C:5]#[N:6].CC1(C)C(C)(C)OB([C:19]2[C:28]3[C:23](=CC=C[CH:27]=3)[CH:22]=[N:21][CH:20]=2)O1.C(O)C.C([O-])([O-])=O.[Na+].[Na+]>COCCOC.C1C=CC([P]([Pd]([P](C2C=CC=CC=2)(C2C=CC=CC=2)C2C=CC=CC=2)([P](C2C=CC=CC=2)(C2C=CC=CC=2)C2C=CC=CC=2)[P](C2C=CC=CC=2)(C2C=CC=CC=2)C2C=CC=CC=2)(C2C=CC=CC=2)C2C=CC=CC=2)=CC=1.O>[F:10][C:3]1[C:2]([C:19]2[CH:20]=[N:21][CH:22]=[CH:23][C:28]=2[CH3:27])=[CH:9][CH:8]=[CH:7][C:4]=1[C:5]#[N:6] |f:3.4.5,^1:48,50,69,88|. Reported procedure: To a solution of 3-bromo-2-fluorobenzonitrile (2.0 g, 10.00 mmol) and 4-(4,4,5,5-tetramethyl-1,3,2-dioxaborolan-2-yl)isoquinoline (2.81 g, 11.00 mmol) in a mixture of DME (30 mL), ethanol (15 mL), and water (15 mL) was added Na2CO3 (4.24 g, 40.0 mmol). This suspension was degassed with a stream of N2 for 10 minutes and then tetrakis(triphenylphosphine)palladium(0) (0.578 g, 0.500 mmol) was added followed by degassing with nitrogen for 10 minutes. The tube was then sealed and heated to 90° C. for... Starting materials: CCS(=O)(=O)N1CCC(c2c[nH]c3c(C(N)=O)cc(Br)cc23)CC1, CCC(C)CNCc1ccc(B(O)O)s1, [K+], [K+], O=C([O-])[O-], c1ccc(P(c2ccccc2)(c2ccccc2)[Pd](P(c2ccccc2)(c2ccccc2)c2ccccc2)(P(c2ccccc2)(c2ccccc2)c2ccccc2)P(c2ccccc2)(c2ccccc2)c2ccccc2)cc1. Product: CCC(C)CNCc1ccc(-c2cc(C(N)=O)c3[nH]cc(C4CCN(S(=O)(=O)CC)CC4)c3c2)s1. RXN SMILES: [Br:16][c:17]1[cH:18][c:19]2[c:20]([CH:29]3[CH2:30][CH2:31][N:32]([S:35](=[O:36])(=[O:37])[CH2:38][CH3:39])[CH2:33][CH2:34]3)[cH:21][nH:22][c:23]2[c:24]([C:26](=[O:27])[NH2:28])[cH:25]1.[CH3:1][CH:2]([CH2:3][NH:4][CH2:5][c:6]1[cH:7][cH:8][c:9]([B:11]([OH:12])[OH:13])[s:10]1)[CH2:14][CH3:15].[K+:40].[K+:41].[O-:42][C:43]([O-:44])=[O:45].[cH:46]1[cH:47][cH:48][c:49]([P:50]([Pd:51]([P:52]([c:53]2[cH:54][cH:55][cH:56][cH:57][cH:58]2)([c:59]2[cH:60][cH:61][cH:62][cH:63][cH:64]2)[c:65]2[cH:66][cH:67][cH:68][cH:69][cH:70]2)([P:71]([c:72]2[cH:73][cH:74][cH:75][cH:76][cH:77]2)([c:78]2[cH:79][cH:80][cH:81][cH:82][cH:83]2)[c:84]2[cH:85][cH:86][cH:87][cH:88][cH:89]2)[P:90]([c:91]2[cH:92][cH:93][cH:94][cH:95][cH:96]2)([c:97]2[cH:98][cH:99][cH:100][cH:101][cH:102]2)[c:103]2[cH:104][cH:105][cH:106][cH:107][cH:108]2)([c:109]2[cH:110][cH:111][cH:112][cH:113][cH:114]2)[c:115]2[cH:116][cH:117][cH:118][cH:119][cH:120]2)[cH:121][cH:122]1>>[CH3:1][CH:2]([CH2:3][NH:4][CH2:5][c:6]1[cH:7][cH:8][c:9](-[c:17]2[cH:18][c:19]3[c:20]([CH:29]4[CH2:30][CH2:31][N:32]([S:35](=[O:36])(=[O:37])[CH2:38][CH3:39])[CH2:33][CH2:34]4)[cH:21][nH:22][c:23]3[c:24]([C:26](=[O:27])[NH2:28])[cH:25]2)[s:10]1)[CH2:14][CH3:15]. The reactants are C(\C=C\C1=CC=CC=C1)(=O)O (trans-cinnamic acid), CO (MeOH), O=P(Cl)(Cl)Cl (POCl3). Product: C(\C=C\C1=CC=CC=C1)(=O)OC ((E)-Methyl cinnamate). Reaction SMILES: [C:1]([OH:11])(=[O:10])/[CH:2]=[CH:3]/[C:4]1[CH:9]=[CH:8][CH:7]=[CH:6][CH:5]=1.O=P(Cl)(Cl)Cl.[CH3:17]O>>[C:1]([O:11][CH3:17])(=[O:10])/[CH:2]=[CH:3]/[C:4]1[CH:5]=[CH:6][CH:7]=[CH:8][CH:9]=1. Reported procedure: To a round-bottomed flask, trans-cinnamic acid (7 g, 47.25 mmol) and MeOH(70 mL) were added. POCl3 (0.43 mL, 4.73 mmol) was added dropwise. The reaction mixture was stirred under reflux for 3 h. The reaction mixture was cooled to room temperature, quenched with 1N NaOH solution. The mixture was extracted by EtOAc and washed with H2O. The aqueous layer was further extracted with EtOAc. The combined organic layer was dried over anhydrous magnesium sulfate (MgSO4), filtered and concentrated under v... Reactants: CS(=O)(=O)C1=CC=C(C=C1)[C@H]([C@@H](CF)N)O ((1R,2S)-1-[4-(methylsulfonyl)phenyl]-2-amino-3-fluoro-1-propanol), C(Cl)Cl (methylene chloride), ClC(C(=O)Cl)Cl (dichloro acetyl chloride). Solvent: O (water). Yields the product ClC(C(=O)N[C@@H]([C@H](O)C1=CC=C(C=C1)S(=O)(=O)C)CF)Cl ((1R,2S)-2-DICHLOROACETAMIDO-3-FLUORO-1-[4-(METHYLSULFONYL) PHENYL]-1-PROPANOL). Yield: 69.8%. As a reaction SMILES: [CH3:1][S:2]([C:5]1[CH:10]=[CH:9][C:8]([C@@H:11]([OH:16])[C@H:12]([NH2:15])[CH2:13][F:14])=[CH:7][CH:6]=1)(=[O:4])=[O:3].C(Cl)Cl.[Cl:20][CH:21]([Cl:25])[C:22](Cl)=[O:23]>O>[Cl:20][CH:21]([Cl:25])[C:22]([NH:15][C@H:12]([CH2:13][F:14])[C@@H:11]([C:8]1[CH:7]=[CH:6][C:5]([S:2]([CH3:1])(=[O:4])=[O:3])=[CH:10][CH:9]=1)[OH:16])=[O:23]. Procedure details: To a solution of (1R,2S)-1-[4-(methylsulfonyl)phenyl]-2-amino-3-fluoro-1-propanol (5 g, 0.02 moles) in methylene chloride (100 ml) triethylamine (3.0 g, 0.03 mole) and dichloro acetyl chloride (3.6 g; 0.025 mole) were added at 10–15° C. After completion of reaction in 30 minutes, water (10 ml) was added and layers were separated. Solvent was distilled off from reaction mass, toluene (25 ml) and water (5 ml) were added. The product thus precipitated was filtered, washed with methylene chloride (2... The reactants are CC#N, CCN(C(C)C)C(C)C, Clc1cnc2ccccc2n1, O=C1N(Cc2ccccc2-n2nccn2)CCCC12CCNCC2. Product: O=C1N(Cc2ccccc2-n2nccn2)CCCC12CCN(c1cnc3ccccc3n1)CC2. As a reaction SMILES: [CH3:45][C:46]#[N:47].[CH:25]([N:26]([CH:27]([CH3:28])[CH3:29])[CH2:30][CH3:31])([CH3:32])[CH3:33].[Cl:34][c:35]1[n:36][c:37]2[cH:38][cH:39][cH:40][cH:41][c:42]2[n:43][cH:44]1.[n:1]1[n:2](-[c:6]2[c:7]([CH2:8][N:9]3[C:10](=[O:20])[C:11]4([CH2:12][CH2:13][CH2:14]3)[CH2:15][CH2:16][NH:17][CH2:18][CH2:19]4)[cH:21][cH:22][cH:23][cH:24]2)[n:3][cH:4][cH:5]1>>[n:1]1[n:2](-[c:6]2[c:7]([CH2:8][N:9]3[C:10](=[O:20])[C:11]4([CH2:12][CH2:13][CH2:14]3)[CH2:15][CH2:16][N:17]([c:35]3[n:36][c:37]5[cH:38][cH:39][cH:40][cH:41][c:42]5[n:43][cH:44]3)[CH2:18][CH2:19]4)[cH:21][cH:22][cH:23][cH:24]2)[n:3][cH:4][cH:5]1. The reactants are C(CCC)[Mg]Cl (1-butyl magnesium chloride), C1(=CC=CC=C1)C.C(CCC)[Li].C(CCC)[Mg]Cl (toluene 1-butyl lithium 1-butyl magnesium chloride), BrC1=NC(=CC=C1)Br (2,6-dibromopyridine), CN(C=O)C (N,N-dimethylformamide), C(CC(O)(C(=O)O)CC(=O)O)(=O)[O-].[Na+] (monosodium citrate), BrC1=NC(=CC=C1)Br (2,6-dibromopyridine), C(CCC)[Li] (1-butyl lithium), C1(=CC=CC=C1)C.C(CCC)[Li] (toluene 1-butyl lithium), BrC1=NC(=CC=C1)Br.C1(=CC=CC=C1)C (2,6-dibromopyridine toluene). Run in C1(=CC=CC=C1)C (toluene), C1(=CC=CC=C1)C (toluene). Conditions: temperature -10 celsius. Yields the product C(=O)C1=NC(=CC=C1)Br (2-formyl-6-bromopyridine). Isolated yield 96.0%. RXN SMILES: Br[C:2]1[CH:7]=[CH:6][CH:5]=[C:4]([Br:8])[N:3]=1.C([Li])CCC.C1(C)C=CC=CC=1.C([Li])CCC.C([Mg]Cl)CCC.C1(C)C=CC=CC=1.C([Li])CCC.C([Mg]Cl)CCC.BrC1C=CC=C(Br)N=1.C1(C)C=CC=CC=1.CN(C)[CH:67]=[O:68].C([O-])(=O)CC(CC(O)=O)(C(O)=O)O.[Na+]>C1(C)C=CC=CC=1>[CH:67]([C:2]1[CH:7]=[CH:6][CH:5]=[C:4]([Br:8])[N:3]=1)=[O:68] |f:2.3,5.6.7,8.9,11.12|. Procedure: Fit a 3-neck 500 mL round bottom flask with an additional funnel, mechanical stirrer, and thermocouple well. Dissolve 2,6-dibromopyridine (20 g, 84 millimoles (mmol)) in toluene (150 mL), and place the resulting solution in the addition funnel fitted in a neck of a 3-neck 500 mL round bottom flask. Charge the round bottom flask with toluene (50 mL) and a 1-butyl lithium solution (25 mL, 63 mmol, 2.5 molar (M) in hexane (Acros Organics, Geel, Belgium)). Stir and cool the resulting toluene/1-butyl... Starting materials: C(C)(=O)OC(C(=O)N(CC)C=1C(=NN(C1)C=1C=NC=CC1)Cl)C (1-((3-chloro-1-(pyridin-3-yl)-1H-pyrazol-4-yl)(ethyl)amino)-1-oxopropan-2-yl acetate), [OH-].[Li+] (lithium hydroxide), Cl (HCl). Run in CO (MeOH), C1CCOC1 (THF). Conditions: time 2 hour. Product: ClC1=NN(C=C1N(C(C(C)O)=O)CC)C=1C=NC=CC1 (N-(3-chloro-1-(pyridin-3-yl)-1H-pyrazol-4-yl)-N-ethyl-2-hydroxypropanamide), solid. Yield: 88.0%. As a reaction SMILES: C([O:4][CH:5]([CH3:23])[C:6]([N:8]([C:11]1[C:12]([Cl:22])=[N:13][N:14]([C:16]2[CH:17]=[N:18][CH:19]=[CH:20][CH:21]=2)[CH:15]=1)[CH2:9][CH3:10])=[O:7])(=O)C.[OH-].[Li+].Cl>CO.C1COCC1>[Cl:22][C:12]1[C:11]([N:8]([CH2:9][CH3:10])[C:6](=[O:7])[CH:5]([OH:4])[CH3:23])=[CH:15][N:14]([C:16]2[CH:17]=[N:18][CH:19]=[CH:20][CH:21]=2)[N:13]=1 |f:1.2|. Procedure details: To a stirred solution of 1-((3-chloro-1-(pyridin-3-yl)-1H-pyrazol-4-yl)(ethyl)amino)-1-oxopropan-2-yl acetate (2.4 g, 7.1 mmol) in MeOH (9 mL) and THF (9 mL) was added lithium hydroxide (LiOH, 2 M, 7.0 mL, 14 mmol). The reaction mixture was stirred for two hours at room temperature, and then the reaction mixture pH was made neutral by the addition of aq. 2M HCl. After the mixture was then extracted with EtOAc, the organics phases were combined, dried over MgSO4, filtered and concentrated in vacu... The reactants are C(C)(C)NC1CCCCC1 (N-isopropylcyclohexylamine), C(CCC)[Li] (n-butyllithium), COC(CC1=C(C=CC=C1)OC)=O (2-methoxyphenylacetic acid methyl ester), ClC1=NC=C(C(=N1)Cl)CI (2,4-Dichloro-5-(iodomethyl)pyrimidine). Solvent: C(C)(=O)OCC (ethyl acetate), O1CCCC1 (tetrahydrofuran), O1CCCC1 (tetrahydrofuran), O1CCCC1 (tetrahydrofuran). Conditions: temperature -78 celsius, time 30 minute. Product: COC(C(CC=1C(=NC(=NC1)Cl)Cl)C1=C(C=CC=C1)OC)=O (3-(2,4-dichloro-pyrimidin-5-yl)-2-(2-methoxy-phenyl)-propionic acid methyl ester). As a reaction SMILES: C(NC1CCCCC1)(C)C.C([Li])CCC.[CH3:16][O:17][C:18](=[O:28])[CH2:19][C:20]1[CH:25]=[CH:24][CH:23]=[CH:22][C:21]=1[O:26][CH3:27].[Cl:29][C:30]1[N:35]=[C:34]([Cl:36])[C:33]([CH2:37]I)=[CH:32][N:31]=1>O1CCCC1.C(OCC)(=O)C>[CH3:16][O:17][C:18](=[O:28])[CH:19]([C:20]1[CH:25]=[CH:24][CH:23]=[CH:22][C:21]=1[O:26][CH3:27])[CH2:37][C:33]1[C:34]([Cl:36])=[N:35][C:30]([Cl:29])=[N:31][CH:32]=1. Procedure details: To a solution of N-isopropylcyclohexylamine (1.44 g, 10.0 mmol) (Aldrich) in dry tetrahydrofuran (20 mL) was added n-butyllithium (2.5 M in hexanes, 4.0 mL, 10.0 mmol) (Aldrich) at −78° C. under argon. After 30 minutes, a solution of 2-methoxyphenylacetic acid methyl ester (1.8 g, 10.0 mmol) (TCI-US) in tetrahydrofuran (5 mL) was added by injection via a syringe and the reaction mixture was stirred at −78° C. for another 30 minutes. To the reaction mixture was added a solution of 2,4-dichloro-5-... Reactants: BrC=1C=CC(=NC1)OC1=C(C=C(C=C1)CCC(=O)OCC)OC (ethyl 3-[4-(5-bromopyridin-2-yloxy)-3-methoxyphenyl]propionate), FC(C1=CC=C(C=C)C=C1)(F)F (4-trifluoromethylstyrene), Cl.CN(CC(=O)O)C (N,N-dimethylglycine hydrochloride), C(C)(=O)[O-].[Na+] (sodium acetate). The reagents and catalysts are C1=CC=C(C=C1)C#N.C1=CC=C(C=C1)C#N.Cl[Pd]Cl (dichlorobis(benzonitrile)palladium(II)). Solvent: CN1C(CCC1)=O (N-methylpyrrolidone), C(C)(=O)OCC (ethyl acetate). Run at temperature 130 celsius, time 17 hour. Product: COC=1C=C(C=CC1OC1=NC=C(C=C1)\C=C\C1=CC=C(C=C1)C(F)(F)F)CCC(=O)OCC (ethyl(E)-3-(3-methoxy-4-{5-[2-(4-trifluoromethylphenyl)vinyl]pyridin-2-yloxy}phenyl)propionate). RXN SMILES: Br[C:2]1[CH:3]=[CH:4][C:5]([O:8][C:9]2[CH:14]=[CH:13][C:12]([CH2:15][CH2:16][C:17]([O:19][CH2:20][CH3:21])=[O:18])=[CH:11][C:10]=2[O:22][CH3:23])=[N:6][CH:7]=1.[F:24][C:25]([F:35])([F:34])[C:26]1[CH:33]=[CH:32][C:29]([CH:30]=[CH2:31])=[CH:28][CH:27]=1.Cl.CN(C)CC(O)=O.C([O-])(=O)C.[Na+]>C1C=CC(C#N)=CC=1.C1C=CC(C#N)=CC=1.Cl[Pd]Cl.C(OCC)(=O)C.CN1CCCC1=O>[CH3:23][O:22][C:10]1[CH:11]=[C:12]([CH2:15][CH2:16][C:17]([O:19][CH2:20][CH3:21])=[O:18])[CH:13]=[CH:14][C:9]=1[O:8][C:5]1[CH:4]=[CH:3][C:2](/[CH:31]=[CH:30]/[C:29]2[CH:28]=[CH:27][C:26]([C:25]([F:24])([F:34])[F:35])=[CH:33][CH:32]=2)=[CH:7][N:6]=1 |f:2.3,4.5,6.7.8|. Procedure: To ethyl 3-[4-(5-bromopyridin-2-yloxy)-3-methoxyphenyl]propionate (610 mg, 1.6 mmol) were added 4-trifluoromethylstyrene (0.332 mL, 2.2 mmol), dichlorobis(benzonitrile)palladium(II) (33 mg, 0.082 mmol), N,N-dimethylglycine hydrochloride (17 mg, 0.16 mmol), sodium acetate (263 mg, 3.2 mmol) and N-methylpyrrolidone (5 mL) under an argon atmosphere. The resulting solution was stirred under an argon atmosphere for 17 hours at 130° C. To the reaction solution was added ethyl acetate and filtered. The...